Dataset: the Open Reaction Database (ORD), a public repository of structured organic reaction records. Task: describe an organic reaction: reactants, conditions, products, and yield Reactants: COC(=O)C1CN(C(=O)OCc2ccccc2)C2CCN(C(=O)C(NC(=O)OC(C)(C)C)C3CCCCC3)C12, CO. Yields the product COC(=O)C1CNC2CCN(C(=O)C(NC(=O)OC(C)(C)C)C3CCCCC3)C21. RXN SMILES: [CH3:1][O:2][C:3](=[O:4])[CH:5]1[CH:6]2[CH:7]([N:8]([C:10]([O:11][CH2:12][c:13]3[cH:14][cH:15][cH:16][cH:17][cH:18]3)=[O:19])[CH2:9]1)[CH2:20][CH2:21][N:22]2[C:23]([CH:24]([CH:25]1[CH2:26][CH2:27][CH2:28][CH2:29][CH2:30]1)[NH:31][C:32](=[O:33])[O:34][C:35]([CH3:36])([CH3:37])[CH3:38])=[O:39].[CH3:40][OH:41]>>[CH3:1][O:2][C:3](=[O:4])[CH:5]1[CH:6]2[CH:7]([NH:8][CH2:9]1)[CH2:20][CH2:21][N:22]2[C:23]([CH:24]([CH:25]1[CH2:26][CH2:27][CH2:28][CH2:29][CH2:30]1)[NH:31][C:32](=[O:33])[O:34][C:35]([CH3:36])([CH3:37])[CH3:38])=[O:39]. The reactants are ClC1=C(C=C(C=C1)F)C1CC(CC(C1)=O)=O (5-(2-chloro-5-fluorophenyl)cyclohexane-1,3-dione), C(C)(=O)[O-].[NH4+] (ammonium acetate), C(C)O (ethanol). Reaction conditions: time 30 minute. Yields the product ClC1=C(C=C(C=C1)F)C1CC(C=2C(=CC=NC2C1)C)=O (7-(2-chloro-5-fluorophenyl)-4-methyl-5,6,7,8-tetrahydroquinolin-5-one). Reaction SMILES: [Cl:1][C:2]1[CH:7]=[CH:6][C:5]([F:8])=[CH:4][C:3]=1[CH:9]1[CH2:14][C:13](=[O:15])[CH2:12][C:11](=O)[CH2:10]1.[C:17]([O-])(=O)[CH3:18].[NH4+:21].[CH2:22](O)[CH3:23]>>[Cl:1][C:2]1[CH:7]=[CH:6][C:5]([F:8])=[CH:4][C:3]=1[CH:9]1[CH2:10][C:11]2[N:21]=[CH:22][CH:23]=[C:17]([CH3:18])[C:12]=2[C:13](=[O:15])[CH2:14]1 |f:1.2|. Procedure: A solution of 5-(2-chloro-5-fluorophenyl)cyclohexane-1,3-dione (0.17 g) and ammonium acetate (0.16 g) in ethanol (10 ml) was heated under reflux for 12 hours. The solvent was distilled off under reduced pressure, and the residue was combined with ethyl acetate and then the organic layer was washed successively with aqueous sodium carbonate, water and saturated brine and dried over magnesium sulfate. The solvent was distilled off under reduced pressure, and the residue was dissolved in ethanol (3... Product: ClC1=C(C=CC(=C1)OCC1CCCC1)C (2-chloro-4-((cyclopentyl)methyloxy)toluene). Reaction conditions: temperature 80 celsius, time 3 hour. Run in CN(C=O)C (N,N-dimethylformamide). As a reaction SMILES: [Cl:1][C:2]1[CH:3]=[C:4]([OH:9])[CH:5]=[CH:6][C:7]=1[CH3:8].C(=O)([O-])[O-].[K+].[K+].CS(O[CH2:21][CH:22]1[CH2:26][CH2:25][CH2:24][CH2:23]1)(=O)=O.O>CN(C)C=O>[Cl:1][C:2]1[CH:3]=[C:4]([O:9][CH2:21][CH:22]2[CH2:26][CH2:25][CH2:24][CH2:23]2)[CH:5]=[CH:6][C:7]=1[CH3:8] |f:1.2.3|. Yield: 92.6%. Starting materials: ClC=1C=C(C=CC1C)O (3-chloro-4-methylphenol), C([O-])([O-])=O.[K+].[K+] (potassium carbonate), O (Water), CS(=O)(=O)OCC1CCCC1 (cyclopentylmethyl methanesulfonate). Reported procedure: To a solution of 3-chloro-4-methylphenol (1.00 g) in N,N-dimethylformamide (8 ml) was added potassium carbonate powder (1.44 g) and the mixture was heated to 80° C. Thereto was added cyclopentylmethyl methanesulfonate (1.57 g) and the mixture was stirred at 120° C. for 3 hr. The reaction mixture was cooled to room temperature. Water was added and the mixture was extracted 3 times with hexane. The organic layers were combined and washed successively with 1N aqueous sodium hydroxide solution, wate... Procedure: Acetic anhydride (3 mL) was added to 2,2-dimethylpropyl 4-{4-[amino(hydroxyimino)methyl]pyridin-2-yl}piperazine-1-carboxylate (215 mg) obtained in Example 26-1), and heated under reflux for 2 hours, then the excess acetic anhydride was evaporated away, the residue was diluted with ethyl acetate, washed with aqueous saturated sodium hydrogencarbonate solution and saturated saline water, and dried with anhydrous sodium sulfate. The solvent was evaporated away, and the resulting residue was isolate... Reactants: C(C)(=O)OC(C)=O (Acetic anhydride), NC(C1=CC(=NC=C1)N1CCN(CC1)C(=O)OCC(C)(C)C)=NO (2,2-dimethylpropyl 4-{4-[amino(hydroxyimino)methyl]pyridin-2-yl}piperazine-1-carboxylate). Yields the product CC1=NC(=NO1)C1=CC(=NC=C1)N1CCN(CC1)C(=O)OCC(C)(C)C (2,2-Dimethylpropyl 4-[4-(5-methyl-1,2,4-oxadiazol-3-yl)pyridin-2-yl]-1-piperazinecarboxylate). RXN SMILES: [C:1](OC(=O)C)(=O)[CH3:2].[NH2:8][C:9](=[N:30][OH:31])[C:10]1[CH:15]=[CH:14][N:13]=[C:12]([N:16]2[CH2:21][CH2:20][N:19]([C:22]([O:24][CH2:25][C:26]([CH3:29])([CH3:28])[CH3:27])=[O:23])[CH2:18][CH2:17]2)[CH:11]=1>>[CH3:1][C:2]1[O:31][N:30]=[C:9]([C:10]2[CH:15]=[CH:14][N:13]=[C:12]([N:16]3[CH2:21][CH2:20][N:19]([C:22]([O:24][CH2:25][C:26]([CH3:27])([CH3:28])[CH3:29])=[O:23])[CH2:18][CH2:17]3)[CH:11]=2)[N:8]=1. The reactants are COc1cc(N2CCN(C(=O)OC(C)(C)C)CC2)c2c(c1)N(Cc1cccc(F)c1)C(=O)NC2, CCO, Cl. Product: COc1cc(N2CCNCC2)c2c(c1)N(Cc1cccc(F)c1)C(=O)NC2. As a reaction SMILES: [C:1]([O:2][C:3](=[O:4])[N:8]1[CH2:9][CH2:10][N:11]([c:14]2[c:15]3[c:20]([cH:21][c:22]([O:24][CH3:25])[cH:23]2)[N:19]([CH2:26][c:27]2[cH:28][c:29]([F:33])[cH:30][cH:31][cH:32]2)[C:18](=[O:34])[NH:17][CH2:16]3)[CH2:12][CH2:13]1)([CH3:5])([CH3:6])[CH3:7].[CH3:36][CH2:37][OH:38].[ClH:35]>>[NH:8]1[CH2:9][CH2:10][N:11]([c:14]2[c:15]3[c:20]([cH:21][c:22]([O:24][CH3:25])[cH:23]2)[N:19]([CH2:26][c:27]2[cH:28][c:29]([F:33])[cH:30][cH:31][cH:32]2)[C:18](=[O:34])[NH:17][CH2:16]3)[CH2:12][CH2:13]1. Reactants: enol, FC(C(=CC(=O)OC)O)F (methyl 4,4-difluoro-3-hydroxybut-2-enoate). The solvent is CO (methanol). The product is FC(C(CC(=O)OC)=O)F (Methyl 4,4-difluoro-3-oxobutyrate). RXN SMILES: [F:1][CH:2]([F:10])[C:3]([OH:9])=[CH:4][C:5]([O:7][CH3:8])=[O:6]>CO>[F:1][CH:2]([F:10])[C:3](=[O:9])[CH2:4][C:5]([O:7][CH3:8])=[O:6]. Procedure details: The procedure of Example 4 was repeated using methanol instead of ethanol. After distillation the methyl ester was obtained as a colorless liquid. According to the 1H NMR data the product was a tautomeric mixture of ca. 60% keto form and ca. 40% enol form (methyl 4,4-difluoro-3-hydroxybut-2-enoate). Reactants: BrC=1SC2=C(N1)C=CC(=C2)C(C(CC)N(C)CC)N2C=NC=C2 (1-(2-bromobenzo[d]thiazol-6-yl)-N-ethyl-1-(1H-imidazol-1-yl)-N-methylbutan-2-amine), Cl (HCl). Conditions: time 1 hour. Product: ClC=1SC2=C(N1)C=CC(=C2)C(C(CC)N(C)CC)N2C=NC=C2 (1-(2-chlorobenzo[d]thiazol-6-yl)-N-ethyl-1-(1H-imidazol-1-yl)-N-methylbutan-2-amine). Reaction SMILES: Br[C:2]1[S:3][C:4]2[CH:10]=[C:9]([CH:11]([N:19]3[CH:23]=[CH:22][N:21]=[CH:20]3)[CH:12]([N:15]([CH2:17][CH3:18])[CH3:16])[CH2:13][CH3:14])[CH:8]=[CH:7][C:5]=2[N:6]=1.[ClH:24]>>[Cl:24][C:2]1[S:3][C:4]2[CH:10]=[C:9]([CH:11]([N:19]3[CH:23]=[CH:22][N:21]=[CH:20]3)[CH:12]([N:15]([CH2:17][CH3:18])[CH3:16])[CH2:13][CH3:14])[CH:8]=[CH:7][C:5]=2[N:6]=1. Procedure details: A mixture of 1-(2-bromobenzo[d]thiazol-6-yl)-N-ethyl-1-(1H-imidazol-1-yl)-N-methylbutan-2-amine (5 mg, 0.1 mmol) and 2N HCl (5 in L) was stirred at Rt for 1 h. The mixture was filtered and evaporated to afford 1-(2-chlorobenzo[d]thiazol-6-yl)-N-ethyl-1-(1H-imidazol-1-yl)-N-methylbutan-2-amine. MS ESI: m/z 349.2 [M+H+].